This data is from the Open Reaction Database (ORD), a public repository of structured organic reaction records. The task is: describe an organic reaction: reactants, conditions, products, and yield Starting materials: δ-lactone, C1(=CC=CC=C1)C (toluene), C(C1=CC=CC=C1)(=O)OC(C1=CC=CC=C1)=O (benzoic anhydride), Cl(=O)(=O)(=O)O (perchloric acid). Product: C(C1=CC=CC=C1)(=O)OC1C(C(=O)OC(C1)CCCCCCCCCCC)CCCCCC (rac-(2RS,3RS,5SR)-3-benzoyloxy-2-hexyl-5-undecyl-δ-valerolactone). Yield: 103.4%. RXN SMILES: [C:1]([O:9][C:10](=[O:17])[C:11]1[CH:16]=[CH:15][CH:14]=[CH:13][CH:12]=1)(=O)[C:2]1[CH:7]=[CH:6][CH:5]=[CH:4][CH:3]=1.Cl(O)(=O)(=O)=O.[C:23]1([CH3:29])[CH:28]=[CH:27][CH:26]=[CH:25][CH:24]=1>>[C:10]([O:9][CH:1]1[CH2:2][CH:7]([CH2:6][CH2:5][CH2:4][CH2:3][CH2:1][CH2:2][CH2:3][CH2:4][CH2:5][CH2:6][CH3:7])[O:17][C:10](=[O:9])[CH:24]1[CH2:25][CH2:26][CH2:27][CH2:28][CH2:23][CH3:29])(=[O:17])[C:11]1[CH:12]=[CH:13][CH:14]=[CH:15][CH:16]=1. Reported procedure: 177.3 g of the δ-lactone from c) were suspended in 1250 ml of toluene while stirring. After the addition of 138.6 g of benzoic anhydride the mixture was stirred for 10 minutes. Then, 2.5 ml of perchloric acid were added. The mixture was stirred for a further 2.5 hours. The reaction solution was extracted in toluene with 1N sodium hydroxide solution and then with water. The combined toluene phases were dried, the drying agent was filtered off under suction and washed with toluene. Evaporation of ...